From a dataset of the Open Reaction Database (ORD), a public repository of structured organic reaction records. describe an organic reaction: reactants, conditions, products, and yield Reactants: CC(C)O, FC(F)Cl, ClCCl, [Na+], [OH-], O, CCOC(=O)c1cc(O)ccc1C. As a reaction SMILES: [CH:20]([OH:21])([CH3:22])[CH3:23].[Cl:14][CH:15]([F:16])[F:17].[Cl:24][CH2:25][Cl:26].[Na+:19].[OH-:18].[OH2:27].[OH:1][c:2]1[cH:3][cH:4][c:5]([CH3:13])[c:6]([C:7](=[O:8])[O:9][CH2:10][CH3:11])[cH:12]1>>[O:1]([c:2]1[cH:3][cH:4][c:5]([CH3:13])[c:6]([C:7](=[O:8])[O:9][CH2:10][CH3:11])[cH:12]1)[CH:15]([F:16])[F:17]. Yields the product CCOC(=O)c1cc(OC(F)F)ccc1C. Starting materials: NO (hydroxylamine), Cl.NO (hydroxylamine hydrochloride), C([O-])([O-])=O.[Na+].[Na+] (sodium carbonate), S(=O)(=O)(C1=CC=C(C)C=C1)C1=NC2C=CC1C2 (3-tosyl-2-azabicyclo[2.2.1]hepta-2,5-diene). Run in O1CCCC1 (tetrahydrofuran). Conditions: temperature 25 celsius, time 8 hour. The product is C12NC(C(C=C1)C2)=NO (2-Azabicyclo[2.2.1]hept-5-en-3-one oxime). Yield: 30.9%. RXN SMILES: [NH2:1][OH:2].Cl.NO.C(=O)([O-])[O-].[Na+].[Na+].S([C:22]1[CH:27]2[CH2:28][CH:24]([CH:25]=[CH:26]2)[N:23]=1)(C1C=CC(C)=CC=1)(=O)=O>O1CCCC1>[CH:24]12[CH2:28][CH:27]([CH:26]=[CH:25]1)[C:22](=[N:1][OH:2])[NH:23]2 |f:1.2,3.4.5|. Procedure details: To a solution of hydroxylamine (from 2.1 g (0.03 m) of hydroxylamine hydrochloride, 4.3 g (0.015 m) of sodium carbonate, 10 ml of water and 200 ml of tetrahydrofuran) at 0° C. was added 5.16 g (0.021 m) of 3-tosyl-2-azabicyclo[2.2.1]hepta-2,5-diene (prepared by the procedure of J. Organic Chemistry, 39, 564 (1974)) in 50 ml of tetrahydrofuran. After being stirred overnight, during which time the temperature was allowed to warm to 25° C., the organic layer was separated, dried, and stripped of so... Reactants: ice, [Na] (sodium), COCC1=C2C=CN(C2=CC=C1)S(=O)(=O)C1=CC=C(C)C=C1 (4-methoxymethyl-1-tosylindole). Solvent: C(C)O (ethanol), C(C)O (ethanol). The product is COCC1=C2C=CNC2=CC=C1 (4-methoxymethyl-indole). The yield is 77.9%. RXN SMILES: [Na].[CH3:2][O:3][CH2:4][C:5]1[CH:13]=[CH:12][CH:11]=[C:10]2[C:6]=1[CH:7]=[CH:8][N:9]2S(C1C=CC(C)=CC=1)(=O)=O>C(O)C>[CH3:2][O:3][CH2:4][C:5]1[CH:13]=[CH:12][CH:11]=[C:10]2[C:6]=1[CH:7]=[CH:8][NH:9]2 |^1:0|. Procedure details: 4th stage: A solution of 2.84 g of sodium in 155 ml of ethanol is dripped within 10 minutes into a solution of 15.57 g of 4-methoxymethyl-1-tosylindole in 155 ml of ethanol, whereupon the mixture is heated with reflux for 11/2 h; next it is cooled, stirred into 1.5 liters of half-saturated ice-cold sodium-dihydrogen-phosphate solution, extracted with ethyl acetate; whereupon, the ethyl-acetate extracts are washed neutral with water. After the solvent has been distilled off, the raw product is ch... Reactants: CO, COC(=O)CCC(C)(C)C(=O)OC, [K+], [OH-]. The product is COC(=O)C(C)(C)CCC(=O)O. As a reaction SMILES: [CH3:16][OH:17].[CH3:1][O:2][C:3]([C:4]([CH2:5][CH2:6][C:7](=[O:8])[O:9][CH3:10])([CH3:11])[CH3:12])=[O:13].[K+:15].[OH-:14]>>[CH3:1][O:2][C:3]([C:4]([CH2:5][CH2:6][C:7](=[O:8])[OH:9])([CH3:11])[CH3:12])=[O:13]. Starting materials: ClC=1C(=NN(C1C(F)(F)F)C)C1=C(C=C(C(=C1)[N+](=O)[O-])F)F (4-chloro-3-(2,4-difluoro-5-nitrophenyl)-1-methyl-5-(trifluoromethyl)-1H-pyrazole), C(=O)([O-])[O-].[K+].[K+] (K2CO3), CO (methanol). Run in O (water). Product: ClC=1C(=NN(C1C(F)(F)F)C)C1=C(C=C(C(=C1)[N+](=O)[O-])OC)F (4-chloro-3-(2-fluoro-4-methoxy-5-nitrophenyl)-1-methyl-5-(trifluoromethyl)-1H-pyrazole). Isolated yield 91.9%. RXN SMILES: [Cl:1][C:2]1[C:3]([C:12]2[CH:17]=[C:16]([N+:18]([O-:20])=[O:19])[C:15](F)=[CH:14][C:13]=2[F:22])=[N:4][N:5]([CH3:11])[C:6]=1[C:7]([F:10])([F:9])[F:8].[C:23]([O-])([O-])=[O:24].[K+].[K+].CO>O>[Cl:1][C:2]1[C:3]([C:12]2[CH:17]=[C:16]([N+:18]([O-:20])=[O:19])[C:15]([O:24][CH3:23])=[CH:14][C:13]=2[F:22])=[N:4][N:5]([CH3:11])[C:6]=1[C:7]([F:10])([F:9])[F:8] |f:1.2.3|. Reported procedure: At 35° C., 13.7 g (0.04 mole) 4-chloro-3-(2,4-difluoro-5-nitrophenyl)-1-methyl-5-(trifluoromethyl)-1H-pyrazole, 5.5 g (0.04 mole) K2CO3, and 100 mL methanol were stirred for 1 hour. The reaction was cooled, diluted with 100 mL cold water, and extracted four times with ethyl acetate. The ethyl acetate extracts were washed with brine, dried over anhydrous MgSO4, and stripped in vacuo. The residue was purified chromatographically using 25% ethyl acetate in hexane as the eluent to give 13.0 g (90%) ... The reactants are BrCCCCC(=O)OCC (Ethyl 5-bromovalerate), CC(C)([O-])C.[K+] (Potassium tert-butoxide), C(=O)C1=CC(=C(C(=C1)C)O)C (4-formyl-2,6-dimethylphenol), resultant suspension. Run in CN(C)C=O (DMF), CN(C)C=O (DMF), CN(C)C=O (DMF). Conditions: temperature 110 celsius. The product is C(=O)C1=CC(=C(OCCCCC(=O)OCC)C(=C1)C)C (Ethyl 5-(4-formyl-2,6-dimethylphenoxy)valerate). RXN SMILES: CC(C)([O-])C.[K+].[CH:7]([C:9]1[CH:14]=[C:13]([CH3:15])[C:12]([OH:16])=[C:11]([CH3:17])[CH:10]=1)=[O:8].Br[CH2:19][CH2:20][CH2:21][CH2:22][C:23]([O:25][CH2:26][CH3:27])=[O:24]>CN(C=O)C>[CH:7]([C:9]1[CH:14]=[C:13]([CH3:15])[C:12]([O:16][CH2:19][CH2:20][CH2:21][CH2:22][C:23]([O:25][CH2:26][CH3:27])=[O:24])=[C:11]([CH3:17])[CH:10]=1)=[O:8] |f:0.1|. Procedure: Potassium tert-butoxide (2.1 g, mw 112.2, 18 mmol) was added to a solution of 4-formyl-2,6-dimethylphenol (2.5 g, mw 150.2, 17 mmol) in dry DMF (15 mL) and the resultant suspension stirred under N2 at 25° C. for 5 minutes. Ethyl 5-bromovalerate (2.8 mL, mw 209.1, ρ 1.32, 18 mmol) dissolved in dry DMF (15 mL) was added, and the reaction heated at 110° C. for 5 hours, following which DMF was removed at 60° C. and 2 mm Hg. The residue was taken up in ethyl acetate (125 mL), washed with water (25 mL... Starting materials: [H-].[Na+] (sodium hydride), CC1=CNC=2CC(CC(C12)=O)(C)C (3,6,6-Trimethyl-1,5,6,7-tetrahydro-indol-4-one), FC1=CC=2N=CN=C(C2N=C1)N (7-Fluoro-pyrido[3,2-d]pyrimidin-4-ylamine). The solvent is CN(C)C=O (DMF). Conditions: time 5 minute. Yields the product NC=1C2=C(N=CN1)C=C(C=N2)N2C=C(C=1C(CC(CC21)(C)C)=O)C (1-(4-Amino-pyrido[3,2-d]pyrimidin-7-yl)-3,6,6-trimethyl-1,5,6,7-tetrahydro-indol-4-one). As a reaction SMILES: [CH3:1][C:2]1[C:10]2[C:9](=[O:11])[CH2:8][C:7]([CH3:13])([CH3:12])[CH2:6][C:5]=2[NH:4][CH:3]=1.[H-].[Na+].F[C:17]1[CH:26]=[N:25][C:24]2[C:23]([NH2:27])=[N:22][CH:21]=[N:20][C:19]=2[CH:18]=1>CN(C=O)C>[NH2:27][C:23]1[C:24]2[N:25]=[CH:26][C:17]([N:4]3[C:5]4[CH2:6][C:7]([CH3:13])([CH3:12])[CH2:8][C:9](=[O:11])[C:10]=4[C:2]([CH3:1])=[CH:3]3)=[CH:18][C:19]=2[N:20]=[CH:21][N:22]=1 |f:1.2|. Procedure details: 3,6,6-Trimethyl-1,5,6,7-tetrahydro-indol-4-one (0.181, 32 mg) is dissolved in 1 mL DMF. To this solution is added sodium hydride (60% suspension in mineral oil, 0.229 mmol, 9.18 mg) and the mixture is stirred at rt for 5 min. and then 7-Fluoro-pyrido[3,2-d]pyrimidin-4-ylamine (0.164 mmol, 27 mg) is added. The reaction mixture is stirred at 50° C. for 22 h. The reaction mixture is cooled and quenched by pouring into 20 mL sat. NH4Cl aq. and extracted 3 times with 5 mL CH2Cl2. The combined organic... Starting materials: Cl.C(C)OC(=O)[C@H]1CN(CCC1)CCO/N=C/C1=C(C=CC=C1)C (E-(R)-1-(2-((((2-methylphenyl)methylene)amino)oxy)ethyl)-3-piperidinecarboxylic acid ethyl ester hydrochloride), O (Water). Solvent: C(C)O (ethanol), [OH-].[Na+] (sodium hydroxide). Reaction conditions: time 1 hour. Yields the product Cl.CC1=C(C=CC=C1)\C=N\OCCN1C[C@@H](CCC1)C(=O)O (E-(R )-1-(2-((((2-Methylphenyl)methylene)amino)oxy)ethyl)-3-piperidinecarboxylic acid hydrochloride). RXN SMILES: [ClH:1].C([O:4][C:5]([C@@H:7]1[CH2:12][CH2:11][CH2:10][N:9]([CH2:13][CH2:14][O:15]/[N:16]=[CH:17]/[C:18]2[CH:23]=[CH:22][CH:21]=[CH:20][C:19]=2[CH3:24])[CH2:8]1)=[O:6])C.O>C(O)C.[OH-].[Na+]>[ClH:1].[CH3:24][C:19]1[CH:20]=[CH:21][CH:22]=[CH:23][C:18]=1/[CH:17]=[N:16]/[O:15][CH2:14][CH2:13][N:9]1[CH2:10][CH2:11][CH2:12][C@@H:7]([C:5]([OH:6])=[O:4])[CH2:8]1 |f:0.1,4.5,6.7|. Procedure details: The above ester (2.22 g, 6.3 mmol) was dissolved in a mixture of ethanol (65 ml) and 12N sodium hydroxide (4.9 ml) and stirred at ambient temperature for 1 h. Water (20 ml) was added and the mixture extracted with diethyl ether (3×30 ml). The phases were separated and pH in the aqueous phase was adjusted to 5 with 2N hydrochloric acid. The aqueous phase was extracted with dichloromethane (2×40 ml) and the solvent was evaporated from the combined organic phases in vacuo. The residue was dissolved...